This data is from the Open Reaction Database (ORD), a public repository of structured organic reaction records. The task is: describe an organic reaction: reactants, conditions, products, and yield As a reaction SMILES: [S:1]1[CH:5]=[CH:4][C:3]2[CH:6]=[CH:7][CH:8]=[CH:9][C:2]1=2.[Li][C:11](C)([CH3:13])[CH3:12].IC(C)C>C1COCC1>[CH:11]([C:5]1[S:1][C:2]2[CH:9]=[CH:8][CH:7]=[CH:6][C:3]=2[CH:4]=1)([CH3:13])[CH3:12]. Run in C1CCOC1 (THF). Reactants: S1C2=C(C=C1)C=CC=C2 (benzo[b]thiophene), [Li]C(C)(C)C (t-BuLi), IC(C)C (2-iodopropane). Isolated yield 85.0%. Yields the product C(C)(C)C1=CC2=C(S1)C=CC=C2 (2-i-Propylbenzo[b]thiophene). Run at time 24 hour. Reported procedure: 2-i-Propylbenzo[b]thiophene was prepared by the method of Example 40A with benzo[b]thiophene (7.5 mmoles, 1.0 g), t-BuLi (1.7M, 11.2 mmoles, 6.6 ml), 2-iodopropane (11.2 mmoles, 1.12 ml) and THF (20 ml) with stirring at ambient temperature for 24 hrs. It was isolated as a yellow oil (1.11 g; 85% yield). Starting materials: ClC(Cl)Cl, O=C(Cl)OCc1ccccc1, Nc1ccc(Br)cn1. Product: O=C(Nc1ccc(Br)cn1)OCc1ccccc1. Reaction SMILES: [CH:20]([Cl:21])([Cl:22])[Cl:23].[Cl:9][C:10](=[O:11])[O:12][CH2:13][c:14]1[cH:15][cH:16][cH:17][cH:18][cH:19]1.[NH2:1][c:2]1[n:3][cH:4][c:5]([Br:8])[cH:6][cH:7]1>>[NH:1]([c:2]1[n:3][cH:4][c:5]([Br:8])[cH:6][cH:7]1)[C:10](=[O:11])[O:12][CH2:13][c:14]1[cH:15][cH:16][cH:17][cH:18][cH:19]1. Reactants: COC(C1=CC(=CC=C1)SC1=C(NC2=CC(=CC=C12)Cl)C)=O (3-(6-chloro-2-methyl-1H-indol-3-ylsulfanyl)-benzoic acid methyl ester), C(C1=CC=CC=C1)Br (benzyl bromide). The product is COC(C1=CC(=CC=C1)SC1=C(N(C2=CC(=CC=C12)Cl)CC1=CC=CC=C1)C)=O (3-(1-Benzyl-6-chloro-2-methyl-1H-indol-3-ylsulfanyl)-benzoic acid methyl ester). RXN SMILES: [CH3:1][O:2][C:3](=[O:22])[C:4]1[CH:9]=[CH:8][CH:7]=[C:6]([S:10][C:11]2[C:19]3[C:14](=[CH:15][C:16]([Cl:20])=[CH:17][CH:18]=3)[NH:13][C:12]=2[CH3:21])[CH:5]=1.[CH2:23](Br)[C:24]1[CH:29]=[CH:28][CH:27]=[CH:26][CH:25]=1>>[CH3:1][O:2][C:3](=[O:22])[C:4]1[CH:9]=[CH:8][CH:7]=[C:6]([S:10][C:11]2[C:19]3[C:14](=[CH:15][C:16]([Cl:20])=[CH:17][CH:18]=3)[N:13]([CH2:23][C:24]3[CH:29]=[CH:28][CH:27]=[CH:26][CH:25]=3)[C:12]=2[CH3:21])[CH:5]=1. Procedure: Prepared according to the procedure described in Example 4, Step 1, using the following starting materials: 3-(6-chloro-2-methyl-1H-indol-3-ylsulfanyl)-benzoic acid methyl ester and benzyl bromide.